From a dataset of the Open Reaction Database (ORD), a public repository of structured organic reaction records. describe an organic reaction: reactants, conditions, products, and yield Starting materials: C(C)OC(CCN1C(=NC=2C=NC=3C=CC=CC3C21)CCC)OCC (1-(3,3-diethoxyproyl)-2-propyl-1H-imidazo[4,5-c]quinoline), C1=CC(=CC(=C1)Cl)C(=O)OO (m-CPBA). The product is C(C)OC(CCN1C(=NC=2C=[N+](C=3C=CC=CC3C21)[O-])CCC)OCC (1-(3,3-diethoxypropyl)-5-oxido-2-propyl-1H-imidazo[4,5-c]quinoline). Reaction SMILES: [CH2:1]([O:3][CH:4]([O:23][CH2:24][CH3:25])[CH2:5][CH2:6][N:7]1[C:19]2[C:18]3[CH:17]=[CH:16][CH:15]=[CH:14][C:13]=3[N:12]=[CH:11][C:10]=2[N:9]=[C:8]1[CH2:20][CH2:21][CH3:22])[CH3:2].C1C=C(Cl)C=C(C(OO)=[O:34])C=1>>[CH2:24]([O:23][CH:4]([O:3][CH2:1][CH3:2])[CH2:5][CH2:6][N:7]1[C:19]2[C:18]3[CH:17]=[CH:16][CH:15]=[CH:14][C:13]=3[N+:12]([O-:34])=[CH:11][C:10]=2[N:9]=[C:8]1[CH2:20][CH2:21][CH3:22])[CH3:25]. Procedure details: The general method described in Steps 9 and 10 of Example 1 was used to aminate 1-(3,3-diethoxyproyl)-2-propyl-1H-imidazo[4,5-c]quinoline (4.50 g, 13.2 mmol) by reaction with m-CPBA (5.3 g) to provide 1-(3,3-diethoxypropyl)-5-oxido-2-propyl-1H-imidazo[4,5-c]quinoline followed by reaction with p-toluenesulfonyl chloride (4.89 g, 25.7 mmol) and ammonium hydroxide solution (40 mL) to provide 1-(3,3-diethoxypropyl)-2-propyl-1H-imidazo[4,5-c]quinolin-4-amine as grey needles after recrystallization fr... Procedure details: To a solution of 3-benzyloxy-4-carboxy-1-methyl-2(1H)-pyridinone (1.05 g, 4 mmol), 2-mercaptothiazoline (0.50 g, 4.2 mmol) and a catalytic amount of 4-dimethylaminopyridine (DMAP) in dry methylene chloride (50 mL), N,N'-dicyclohexylcarbodiimide (DCC) (0.86 g, 4.2 mmol) is added. Alter stirring for 4 hours, the dicyclohexylurea (DCU) solids are removed by filtration, the yellow filtrate is rotary evaporated to give a yellow solid. Crystallization from isopropanol-methylene chloride gives the titl... Starting materials: C(C1=CC=CC=C1)OC=1C(N(C=CC1C(=O)O)C)=O (3-benzyloxy-4-carboxy-1-methyl-2(1H)-pyridinone), SC=1SCCN1 (2-mercaptothiazoline), C1(CCCCC1)N=C=NC1CCCCC1 (N,N'-dicyclohexylcarbodiimide). Isolated yield 80.0%. Conditions: time 4 hour. As a reaction SMILES: [CH2:1]([O:8][C:9]1[C:10](=[O:19])[N:11]([CH3:18])[CH:12]=[CH:13][C:14]=1[C:15]([OH:17])=O)[C:2]1[CH:7]=[CH:6][CH:5]=[CH:4][CH:3]=1.[SH:20][C:21]1[S:22][CH2:23][CH2:24][N:25]=1.C1(N=C=NC2CCCCC2)CCCCC1>CN(C)C1C=CN=CC=1.C(Cl)Cl>[CH2:1]([O:8][C:9]1[C:10](=[O:19])[N:11]([CH3:18])[CH:12]=[CH:13][C:14]=1[C:15]([SH:22]1[CH2:23][CH2:24][NH:25][C:21]1=[S:20])=[O:17])[C:2]1[CH:3]=[CH:4][CH:5]=[CH:6][CH:7]=1. The reagents and catalysts are CN(C1=CC=NC=C1)C (4-dimethylaminopyridine). Solvent: C(Cl)Cl (methylene chloride). The product is C(C1=CC=CC=C1)OC=1C(N(C=CC1C(=O)S1C(NCC1)=S)C)=O (3-benzyloxy-1-methyl-4-(2-thioxothiazolidin-1-yl)carbonyl-2(1H)-pyridinone). Starting materials: Example 8 ( 5 ), C(C)N (ethylamine), C(C)(C)(C)OC(=O)N[C@H](C(C(=O)O)O)CC(C)C ((3S)-3-(tert-butoxycarbonylamino)-2-hydroxy-5-methyl hexanoic acid), O(C1=CC=CC=C1)CCN (2-phenoxyethylamine). Product: CC(C)(C)OC(N[C@H](C(C(NCCOC1=CC=CC=C1)=O)O)CC(C)C)=O ((1S)-2-hydroxy-1-(2-methylpropyl)-3-oxo-3-(2-phenoxyethyl)aminopropyl carbamic acid 1,1-dimethylethyl ester). As a reaction SMILES: [C:1]([O:5][C:6]([NH:8][C@@H:9]([CH2:15][CH:16]([CH3:18])[CH3:17])[CH:10]([OH:14])[C:11]([OH:13])=O)=[O:7])([CH3:4])([CH3:3])[CH3:2].[O:19]([CH2:26][CH2:27][NH2:28])[C:20]1[CH:25]=[CH:24][CH:23]=[CH:22][CH:21]=1.C(N)C>>[CH3:4][C:1]([O:5][C:6](=[O:7])[NH:8][C@@H:9]([CH2:15][CH:16]([CH3:18])[CH3:17])[CH:10]([OH:14])[C:11](=[O:13])[NH:28][CH2:27][CH2:26][O:19][C:20]1[CH:25]=[CH:24][CH:23]=[CH:22][CH:21]=1)([CH3:2])[CH3:3]. Procedure: The reaction was performed as in Reference Example 8 (5) by using (3S)-3-(tert-butoxycarbonylamino)-2-hydroxy-5-methyl hexanoic acid in place of (3S)-3-(tert-butoxycarbonylamino)-2-hydroxy-4-phenylbutyric acid, and by using 2-phenoxyethylamine in place of an aqueous ethylamine solution, thereby yielding ((1S)-2-hydroxy-1-(2-methylpropyl)-3-oxo-3-(2-phenoxyethyl)aminopropyl carbamic acid 1,1-dimethylethyl ester as a colorless oil.